From a dataset of the Open Reaction Database (ORD), a public repository of structured organic reaction records. describe an organic reaction: reactants, conditions, products, and yield The reactants are NC=1C(=C(SC1)C(=O)[O-])O.C[N-]C (dimethylamide 4-amino-3-hydroxythiophene-2-carboxylate), COC=1C(C(C1OC)=O)=O (3,4-dimethoxy-3-cyclobutene-1,2-dione). Solvent: CO (methanol). Reaction conditions: temperature 50 celsius. Product: OC1=C(SC=C1NC1=C(C(C1=O)=O)OC)C(=O)[O-].C[N-]C (dimethylamide 3-hydroxy-4-(2-methoxy-3,4-dioxocyclobut-1-enylamino)thiophene-2-carboxylate). The yield is 84.6%. RXN SMILES: [NH2:1][C:2]1[C:3]([OH:10])=[C:4]([C:7]([O-:9])=[O:8])[S:5][CH:6]=1.[CH3:11][N-:12][CH3:13].[CH3:14][O:15][C:16]1[C:17](=O)[C:18](=[O:22])[C:19]=1[O:20]C>CO>[OH:10][C:3]1[C:2]([NH:1][C:17]2[C:18](=[O:22])[C:19](=[O:20])[C:16]=2[O:15][CH3:14])=[CH:6][S:5][C:4]=1[C:7]([O-:9])=[O:8].[CH3:11][N-:12][CH3:13] |f:0.1,4.5|. Procedure: A mixture of 5.20 g (27.92 mmol, 1.0 eq) of dimethylamide 4-amino-3-hydroxythiophene-2-carboxylate and 5.95 g (41.88 mmol, 1.5 eq) of 3,4-dimethoxy-3-cyclobutene-1,2-dione in 52 ml of methanol was heated at 50° C. for 16 hours. The insoluble material was filtered off and oven-dried under vacuum at 45° C. 7.38 g of dimethylamide 3-hydroxy-4-(2-methoxy-3,4-dioxocyclobut-1-enylamino)thiophene-2-carboxylate were obtained. Yield=89%. Starting materials: C(C)(C)(C)OC(NC=1C=NC=C(C1)C(=O)N1CCC(CC1)C1=CC(=CC=C1)CN(C(=O)OC(C)(C)C)C(=O)OC(C)(C)C)=O ({5-[1-(4-{3-[N,N-bis-(tert-butoxycarbonyl)aminomethyl]-phenyl}-piperidin-1-yl)methanoyl]-pyridin-3-yl}carbamic acid tert-butyl ester), [H-].[Na+] (sodium hydride), BrC1=CC(=C(CBr)C=C1)F (4-Bromo-2-fluorobenzyl bromide). Run in CN(C=O)C (dimethylformamide). Run at time 3 minute. The product is CC(C)(C)OC(N(C=1C=NC=C(C1)C(=O)N1CCC(CC1)C1=CC(=CC=C1)CN(C(=O)OC(C)(C)C)C(=O)OC(C)(C)C)CC1=C(C=C(C=C1)Br)F)=O ((4-bromo-2-fluoro-benzyl)-{5-[1-(4-{3-[N,N-bis-(tert-butoxycarbonyl)aminomethyl]-phenyl}-piperidin-1-yl)-methanoyl]-pyridin-3-yl}-carbamic acid dimethyl-ethyl ester). Isolated yield 94.2%. RXN SMILES: [C:1]([O:5][C:6](=[O:44])[NH:7][C:8]1[CH:9]=[N:10][CH:11]=[C:12]([C:14]([N:16]2[CH2:21][CH2:20][CH:19]([C:22]3[CH:27]=[CH:26][CH:25]=[C:24]([CH2:28][N:29]([C:37]([O:39][C:40]([CH3:43])([CH3:42])[CH3:41])=[O:38])[C:30]([O:32][C:33]([CH3:36])([CH3:35])[CH3:34])=[O:31])[CH:23]=3)[CH2:18][CH2:17]2)=[O:15])[CH:13]=1)([CH3:4])([CH3:3])[CH3:2].[H-].[Na+].[Br:47][C:48]1[CH:55]=[CH:54][C:51]([CH2:52]Br)=[C:50]([F:56])[CH:49]=1>CN(C)C=O>[CH3:4][C:1]([O:5][C:6](=[O:44])[N:7]([CH2:52][C:51]1[CH:54]=[CH:55][C:48]([Br:47])=[CH:49][C:50]=1[F:56])[C:8]1[CH:9]=[N:10][CH:11]=[C:12]([C:14]([N:16]2[CH2:17][CH2:18][CH:19]([C:22]3[CH:27]=[CH:26][CH:25]=[C:24]([CH2:28][N:29]([C:30]([O:32][C:33]([CH3:34])([CH3:35])[CH3:36])=[O:31])[C:37]([O:39][C:40]([CH3:43])([CH3:42])[CH3:41])=[O:38])[CH:23]=3)[CH2:20][CH2:21]2)=[O:15])[CH:13]=1)([CH3:2])[CH3:3] |f:1.2|. Reported procedure: To a solution of {5-[1-(4-{3-[N,N-bis-(tert-butoxycarbonyl)aminomethyl]-phenyl}-piperidin-1-yl)methanoyl]-pyridin-3-yl}carbamic acid tert-butyl ester (0.0745 g, 0.1220 mmol) in dimethylformamide (2.0 mL) was added sodium hydride (61% suspension in mineral oil, 0.0216 g, 0.5499 mmol). Deprotonation was allowed to occur over 3 minutes while stirring under inert atmosphere. 4-Bromo-2-fluorobenzyl bromide (0.1559 g, 0.5819 mmol) was added to the anion solution. The mixture was stirred an additional ...